This data is from the Open Reaction Database (ORD), a public repository of structured organic reaction records. The task is: describe an organic reaction: reactants, conditions, products, and yield Reactants: FCC(=O)NC1=C(C(=O)NC2=C(C=C(C=C2)Br)C)C=C(C=C1)[N+](=O)[O-] (N-(2-fluoroacetamido-5-nitrobenzoyl)-2-methyl-4-bromoaniline), B(F)(F)F.CCOCC (boron trifluoride etherate). Solvent: C(C)(=O)O (acetic acid). Yields the product FCC1=NC2=CC=C(C=C2C(N1C1=C(C=C(C=C1)Br)C)=O)[N+](=O)[O-] (2-fluoromethyl-3-(2-methyl-4-bromophenyl)-6-nitro-4(3H)-quinazolinone). Yield: 94.1%. Reaction SMILES: [F:1][CH2:2][C:3]([NH:5][C:6]1[CH:22]=[CH:21][C:20]([N+:23]([O-:25])=[O:24])=[CH:19][C:7]=1[C:8]([NH:10][C:11]1[CH:16]=[CH:15][C:14]([Br:17])=[CH:13][C:12]=1[CH3:18])=[O:9])=O.B(F)(F)F.CCOCC>C(O)(=O)C>[F:1][CH2:2][C:3]1[N:10]([C:11]2[CH:16]=[CH:15][C:14]([Br:17])=[CH:13][C:12]=2[CH3:18])[C:8](=[O:9])[C:7]2[C:6](=[CH:22][CH:21]=[C:20]([N+:23]([O-:25])=[O:24])[CH:19]=2)[N:5]=1 |f:1.2|. Procedure details: 4.0 g of N-(2-fluoroacetamido-5-nitrobenzoyl)-2-methyl-4-bromoaniline, 3.0 g of boron trifluoride etherate and 30 ml of acetic acid are treated in the same manner as described in Example 1-(2), whereby 3.6 g of 2-fluoromethyl-3-(2-methyl-4-bromophenyl)-6-nitro-4(3H)-quinazolinone are obtained as pale yellow prisms. Reactants: BrC=1C=C2C(=NC1)NC=C2C(=O)C=2C(=C(C=CC2F)NS(=O)(=O)CCC)F (propane-1-sulfonic acid [3-(5-bromo-1H-pyrrolo[2,3-b]pyridine-3-carbonyl)-2,4-difluoro-phenyl]-amide), C([O-])([O-])=O.[K+].[K+] (potassium carbonate), C(C)(C)(C)OC(=O)N1CCC(CC1)N1N=CC(=C1)B1OC(C(O1)(C)C)(C)C (4-[4-(4,4,5,5-tetramethyl-[1,3,2]dioxaborolan-2-yl)-pyrazol-1-yl]-piperidine-1-carboxylic acid tert-butyl ester), C(C)#N (acetonitrile). The reagents and catalysts are C1(=CC=CC=C1)P([C-]1C=CC=C1)C1=CC=CC=C1.[C-]1(C=CC=C1)P(C1=CC=CC=C1)C1=CC=CC=C1.[Fe+2] (1,1′-bis(diphenylphosphino)ferrocene), Cl[Pd]Cl (dichloropalladium(II)). The solvent is O (water). Reaction conditions: temperature 160 celsius. Product: C(C)(C)(C)OC(=O)N1CCC(CC1)N1N=CC(=C1)C=1C=C2C(=NC1)NC=C2C(C2=C(C(=CC=C2F)NS(=O)(=O)CCC)F)=O (4-(4-{3-[2,6-difluoro-3-(propane-1-sulfonylamino)-benzoyl]-1H-pyrrolo[2,3-b]pyridin-5-yl}-pyrazol-1-yl)-piperidine-1-carboxylic acid tert-butyl ester). Isolated yield 67.4%. RXN SMILES: Br[C:2]1[CH:3]=[C:4]2[C:10]([C:11]([C:13]3[C:14]([F:27])=[C:15]([NH:20][S:21]([CH2:24][CH2:25][CH3:26])(=[O:23])=[O:22])[CH:16]=[CH:17][C:18]=3[F:19])=[O:12])=[CH:9][NH:8][C:5]2=[N:6][CH:7]=1.[C:28]([O:32][C:33]([N:35]1[CH2:40][CH2:39][CH:38]([N:41]2[CH:45]=[C:44](B3OC(C)(C)C(C)(C)O3)[CH:43]=[N:42]2)[CH2:37][CH2:36]1)=[O:34])([CH3:31])([CH3:30])[CH3:29].C(#N)C.C(=O)([O-])[O-].[K+].[K+]>O.C1(P(C2C=CC=CC=2)[C-]2C=CC=C2)C=CC=CC=1.[C-]1(P(C2C=CC=CC=2)C2C=CC=CC=2)C=CC=C1.[Fe+2].Cl[Pd]Cl>[C:28]([O:32][C:33]([N:35]1[CH2:36][CH2:37][CH:38]([N:41]2[CH:45]=[C:44]([C:2]3[CH:3]=[C:4]4[C:10]([C:11](=[O:12])[C:13]5[C:18]([F:19])=[CH:17][CH:16]=[C:15]([NH:20][S:21]([CH2:24][CH2:25][CH3:26])(=[O:23])=[O:22])[C:14]=5[F:27])=[CH:9][NH:8][C:5]4=[N:6][CH:7]=3)[CH:43]=[N:42]2)[CH2:39][CH2:40]1)=[O:34])([CH3:31])([CH3:29])[CH3:30] |f:3.4.5,7.8.9|. Procedure: In a 10 mL microwave vial, propane-1-sulfonic acid [3-(5-bromo-1H-pyrrolo[2,3-b]pyridine-3-carbonyl)-2,4-difluoro-phenyl]-amide (9, 51.0 mg, 0.111 mmol) and 4-[4-(4,4,5,5-tetramethyl-[1,3,2]dioxaborolan-2-yl)-pyrazol-1-yl]-piperidine-1-carboxylic acid tert-butyl ester (34, 84.2 mg, 0.223 mmol) are combined with 0.680 mL of acetonitrile and potassium carbonate (0.34 mL, 1.00 M in water). 1,1′-bis(diphenylphosphino)ferrocene]dichloropalladium(II) (8.3 mg, 0.011 mmol) is added and the mixture is he... RXN SMILES: [CH3:1][C:2]1[N:3]([CH2:7][CH2:8][CH2:9][C:10]([C:12]2[CH:17]=[CH:16][CH:15]=[CH:14][CH:13]=2)=O)[CH:4]=[CH:5][N:6]=1.[ClH:18].Cl.[NH2:20][CH2:21][CH2:22][O:23][NH2:24].N1C=CC=CC=1>C(O)C>[ClH:18].[ClH:18].[NH2:20][CH2:21][CH2:22][O:23][N:24]=[C:10]([C:12]1[CH:17]=[CH:16][CH:15]=[CH:14][CH:13]=1)[CH2:9][CH2:8][CH2:7][N:3]1[CH:4]=[CH:5][N:6]=[C:2]1[CH3:1] |f:1.2.3,6.7.8|. Reported procedure: A mixture of 4-(2-methyl-1-(1H)-imidazolyl)-1-phenyl-1-butanone (3.00 g), O-(2-aminoethyl)hydroxylamine dihydrochloride (2.35 g), 3 equivalents of pyridine, and absolute ethanol (75 ml) was heated under reflux, under nitrogen, with stirring, for four hrs. The solvent was evaporated, toluene was added and evaporated. The residue was partitioned between 10% sodium hydroxide solution and ethyl acetate. The layers were separated and the aqueous phase extracted with ethyl acetate. The combined organi... The product is Cl.Cl.NCCON=C(CCCN1C(=NC=C1)C)C1=CC=CC=C1 (4-(2-Methyl-1-(1H)-imidazolyl)-1-phenyl-1-butanone O-(2-aminoethyl)oxime dihydrochloride). Reactants: CC=1N(C=CN1)CCCC(=O)C1=CC=CC=C1 (4-(2-methyl-1-(1H)-imidazolyl)-1-phenyl-1-butanone), Cl.Cl.NCCON (O-(2-aminoethyl)hydroxylamine dihydrochloride), N1=CC=CC=C1 (pyridine). Run in C(C)O (ethanol). Yield: 109.4%. Conditions: time 4 hour. Reported procedure: The above compound could be made in the following manner: 1.5 eq. of 4-Bromobenzyl bromide and 1 eq. of 2-Benzyl-morpholine in acetonitrile could be stirred at room temperature and 3 eq. of potassium carbonate could be added. The reaction could be stirred at room temperature overnight. The solution could be filtered through Celite and concentrated in vacuo to afford a brown solid. Purification could be done by flash chromatography to afford product. RXN SMILES: [Br:1][C:2]1[CH:9]=[CH:8][C:5]([CH2:6]Br)=[CH:4][CH:3]=1.[CH2:10]([CH:17]1[O:22][CH2:21][CH2:20][NH:19][CH2:18]1)[C:11]1[CH:16]=[CH:15][CH:14]=[CH:13][CH:12]=1.C(=O)([O-])[O-].[K+].[K+]>C(#N)C>[CH2:10]([CH:17]1[O:22][CH2:21][CH2:20][N:19]([CH2:6][C:5]2[CH:8]=[CH:9][C:2]([Br:1])=[CH:3][CH:4]=2)[CH2:18]1)[C:11]1[CH:12]=[CH:13][CH:14]=[CH:15][CH:16]=1 |f:2.3.4|. Reactants: BrC1=CC=C(CBr)C=C1 (4-Bromobenzyl bromide), C(C1=CC=CC=C1)C1CNCCO1 (2-Benzyl-morpholine), C([O-])([O-])=O.[K+].[K+] (potassium carbonate). Run in C(C)#N (acetonitrile). Conditions: time 8 hour. Product: C(C1=CC=CC=C1)C1CN(CCO1)CC1=CC=C(C=C1)Br (2-Benzyl-4-(4-bromo-benzyl)-morpholine). The reactants are [N-]=C=O (isocyanate), COC([C@@H](N)C(C)C)=O (Valine methyl ester), CC1=CC=CC(=N1)CO (6-methyl-pyridine-2-methanol). Run in C1(=CC=CC=C1)C (toluene). The product is COC([C@@H](NC(=O)OCC1=NC(=CC=C1)C)C(C)C)=O ((6-methylpyridin-2-yl)methoxycarbonyl-Valine methyl ester). Reaction SMILES: [N-:1]=[C:2]=[O:3].[CH3:4][O:5][C:6](=[O:12])[C@H:7]([CH:9]([CH3:11])[CH3:10])N.[CH3:13][C:14]1[N:19]=[C:18]([CH2:20][OH:21])[CH:17]=[CH:16][CH:15]=1>C1(C)C=CC=CC=1>[CH3:4][O:5][C:6](=[O:12])[C@H:7]([CH:9]([CH3:11])[CH3:10])[NH:1][C:2]([O:21][CH2:20][C:18]1[CH:17]=[CH:16][CH:15]=[C:14]([CH3:13])[N:19]=1)=[O:3]. Reported procedure: To a solution of the isocyanate derived from Valine methyl ester (17.9 mmol) dissolved in toluene was added 6-methyl-pyridine-2-methanol (2.42 g, 1.1 equivalent). The solution was he ated at reflux for 2 hours. After concentration in vacuo and purifiction by silica gel column chromatography, (6-methylpyridin-2-yl)methoxycarbonyl-Valine methyl ester (2.8 g) was obtained. Hydrolysis of the methyl ester using aqueous lithium hydroxide provide the title compound upon recrystallization from hot ethyl... Starting materials: C(C)(=O)NC=1C=C(C(=O)OC(C)(C)C)C=CC1C(=O)N (1,1-dimethylethyl 3-(acetylamino)-4-(aminocarbonyl)benzoate). Run in FC(C(=O)O)(F)F (trifluoroacetic acid). The product is C(C)(=O)NC=1C=C(C(=O)O)C=CC1C(=O)N (3-(acetylamino)-4-(aminocarbonyl)benzoic acid). The yield is 95.8%. As a reaction SMILES: [C:1]([NH:4][C:5]1[CH:6]=[C:7]([CH:15]=[CH:16][C:17]=1[C:18]([NH2:20])=[O:19])[C:8]([O:10]C(C)(C)C)=[O:9])(=[O:3])[CH3:2]>FC(F)(F)C(O)=O>[C:1]([NH:4][C:5]1[CH:6]=[C:7]([CH:15]=[CH:16][C:17]=1[C:18]([NH2:20])=[O:19])[C:8]([OH:10])=[O:9])(=[O:3])[CH3:2]. Reported procedure: A solution of 1,1-dimethylethyl 3-(acetylamino)-4-(aminocarbonyl)benzoate (110 mg, 0.47 mmol) in trifluoroacetic acid (2 mL) was stirred at room temperature for 15 minutes, concentrated, and the residue was rinsed with hexane (3×3 mL) and dried in vacuo to give 3-(acetylamino)-4-(aminocarbonyl)benzoic acid (100 mg, 97% yield), MS (EI) for C10H10N2O4: 223 (MH+). Starting materials: CC(=CC(=O)NC(CCOCCCCOCCCC(=O)OC(C)(C)C)N)C (1-dimethylacrylamido-12-BOC-amino-4,9-dioxadodecane), S1C(=CC=C1)CC(=O)O (thiolacetic acid), crude product, FC(C(=O)O)(F)F (trifluoroacetic acid), C(C)(=O)SC(CC(=O)NC(CCOCCCCOCCCC(=O)OC(C)(C)C)N)(C)C (1-(3-acetylthio-3-methylbutyramido)-12-BOC-amino-4,9-dioxadodecane). Run in C(C)OCC (diethyl ether). Yields the product C(C)(=O)SC(CCNC(CC(C)C)=O)OCCCCOCCCN (3-acetylthio-3-methylbutyramido-12-amino-4,9-dioxadodecane). As a reaction SMILES: CC(C)=CC(N[CH:7]([NH2:26])[CH2:8][CH2:9][O:10][CH2:11][CH2:12][CH2:13][CH2:14][O:15]CCCC(OC(C)(C)C)=O)=O.[S:28]1[CH:32]=[CH:31]C=[C:29]1[CH2:33][C:34](O)=O.C(S[C:41]([CH3:67])([CH3:66])[CH2:42][C:43]([NH:45]C(N)CCOCCCCOCCCC(OC(C)(C)C)=O)=[O:44])(=O)C.FC(F)(F)C(O)=[O:71]>C(OCC)C>[C:32]([S:28][CH:29]([O:15][CH2:14][CH2:13][CH2:12][CH2:11][O:10][CH2:9][CH2:8][CH2:7][NH2:26])[CH2:33][CH2:34][NH:45][C:43](=[O:44])[CH2:42][CH:41]([CH3:67])[CH3:66])(=[O:71])[CH3:31]. Procedure details: To 1-dimethylacrylamido-12-BOC-amino-4,9-dioxadodecane (0.6 g, 1.6 mmole) in a 25 ml round bottom flask was added 10 ml of freshly distilled thiolacetic acid. The solution was stirred and refluxed under nitrogen for four hours. The solution was cooled and diluted to 70 ml with diethyl ether. The ether solution was washed with water, 5% acetic acid, water, and saturated sodium chloride solution, and dried over magnesium sulfate. Concentration gave a pale brown oil: 1-(3-acetylthio-3-methylbutyram... Starting materials: OC1=CC=C(C=C(C(=O)OC)C)C=C1 (Methyl 4-hydroxy-α-methylcinnamate), CN(C)C=O (DMF), C([O-])([O-])=O.[K+].[K+] (potassium carbonate), BrCCCCl (1-bromo-3-chloropropane). The solvent is O (water). Run at temperature 90 celsius, time 1 hour. Product: ClCCCOC1=CC=C(C=C(C(=O)OC)C)C=C1 (methyl 4-(3-chloropropoxy)-α-methylcinnamate). Reaction SMILES: [OH:1][C:2]1[CH:14]=[CH:13][C:5]([CH:6]=[C:7]([CH3:12])[C:8]([O:10][CH3:11])=[O:9])=[CH:4][CH:3]=1.CN(C=O)C.C(=O)([O-])[O-].[K+].[K+].Br[CH2:27][CH2:28][CH2:29][Cl:30]>O>[Cl:30][CH2:29][CH2:28][CH2:27][O:1][C:2]1[CH:3]=[CH:4][C:5]([CH:6]=[C:7]([CH3:12])[C:8]([O:10][CH3:11])=[O:9])=[CH:13][CH:14]=1 |f:2.3.4|. Procedure details: Methyl 4-hydroxy-α-methylcinnamate (16.3 g), DMF (50 ml) and anhydrous potassium carbonate (11.7 g) were mixed, and stirred at 90° C. for 1 hour. The reaction solution was allowed to cool to 50° C., added 1-bromo-3-chloropropane (8.4 ml) thereto, and the mixture was stirred at the same temperature for 1 hour. To the reaction mixture was added water (200 ml), and the mixture was extracted with ether (150 ml), washed with water (150 ml) 2 times, and then, dried over anhydrous magnesium sulfate. Th... Reactants: C(C)(C)(C)OC(=O)N1CCC2(C(NCN2C2=CC=CC=C2)=O)CC1 (8-(t-butoxycarbonyl)-1-phenyl-1,3,8-triazaspiro[4.5]decan-4-one), [H-].[Na+] (sodium hydride), BrCCCCC(=O)OCC (ethyl 5-bromopentanoate). Run in CN(C=O)C (dimethylformamide). Run at temperature 0 celsius, time 30 minute. Product: C(C)(C)(C)OC(=O)N1CCC2(C(N(CN2C2=CC=CC=C2)CCCCC(=O)OCC)=O)CC1 (Ethyl 5-[8-(t-Butoxycarbonyl)-4-keto-1-phenyl-1,3,8-triazaspiro[4.5]decan-3-yl]pentanoate). Isolated yield 75.1%. Reaction SMILES: [C:1]([O:5][C:6]([N:8]1[CH2:24][CH2:23][C:11]2([N:15]([C:16]3[CH:21]=[CH:20][CH:19]=[CH:18][CH:17]=3)[CH2:14][NH:13][C:12]2=[O:22])[CH2:10][CH2:9]1)=[O:7])([CH3:4])([CH3:3])[CH3:2].[H-].[Na+].Br[CH2:28][CH2:29][CH2:30][CH2:31][C:32]([O:34][CH2:35][CH3:36])=[O:33]>CN(C)C=O>[C:1]([O:5][C:6]([N:8]1[CH2:9][CH2:10][C:11]2([N:15]([C:16]3[CH:21]=[CH:20][CH:19]=[CH:18][CH:17]=3)[CH2:14][N:13]([CH2:28][CH2:29][CH2:30][CH2:31][C:32]([O:34][CH2:35][CH3:36])=[O:33])[C:12]2=[O:22])[CH2:23][CH2:24]1)=[O:7])([CH3:4])([CH3:2])[CH3:3] |f:1.2|. Procedure details: To a stirred solution of 2.3 g (6.95 mmol) of 8-(t-butoxycarbonyl)-1-phenyl-1,3,8-triazaspiro[4.5]decan-4-one in 40 ml of dry dimethylformamide at 0° C. was added 0.4 g (13 mmol) of sodium hydride (80% in mineral oil). The mixture was stirred at 0° C. under argon for 30 minutes and then ethyl 5-bromopentanoate (2.09 g, 10 mmol) was added dropwise. After being allowed to come to ambient temperature, the mixture was stirred for an additional 20 hours. The mixture was quenched with aqueous ammonium...